This data is from the Open Reaction Database (ORD), a public repository of structured organic reaction records. The task is: describe an organic reaction: reactants, conditions, products, and yield Starting materials: C(C)(C)(C)OC(=O)N[C@@H]1C=C[C@@](C1)(C(=O)N1CC=2C=C(C=NC2CC1)C(F)(F)F)CC(=O)O (2-((1S,4S)-4-((tert-butoxycarbonyl)amino)-1-(3-(trifluoromethyl)-5,6,7,8-tetrahydro-1,6-naphthyridine-6-carbonyl)cyclopent-2-en-1-yl)acetic acid), C[Si](C)(C)C=[N+]=[N-] (trimethylsilyl diazomethane), solution. The product is C(C)(C)(C)OC(=O)N[C@@H]1C=C[C@@](C1)(C(=O)N1CC=2C=C(C=NC2CC1)C(F)(F)F)CC(=O)OC (methyl 2-((1S,4S)-4-((tert-butoxycarbonyl)amino)-1-(3-(trifluoromethyl)-5,6,7,8-tetrahydro-1,6-naphthyridine-6-carbonyl)cyclopent-2-en-1-yl)acetate). Run in CO (methanol), hexanes. As a reaction SMILES: [C:1]([O:5][C:6]([NH:8][C@H:9]1[CH2:13][C@@:12]([CH2:30][C:31]([OH:33])=[O:32])([C:14]([N:16]2[CH2:25][CH2:24][C:23]3[N:22]=[CH:21][C:20]([C:26]([F:29])([F:28])[F:27])=[CH:19][C:18]=3[CH2:17]2)=[O:15])[CH:11]=[CH:10]1)=[O:7])([CH3:4])([CH3:3])[CH3:2].[CH3:34][Si](C=[N+]=[N-])(C)C>CO>[C:1]([O:5][C:6]([NH:8][C@H:9]1[CH2:13][C@@:12]([CH2:30][C:31]([O:33][CH3:34])=[O:32])([C:14]([N:16]2[CH2:25][CH2:24][C:23]3[N:22]=[CH:21][C:20]([C:26]([F:28])([F:29])[F:27])=[CH:19][C:18]=3[CH2:17]2)=[O:15])[CH:11]=[CH:10]1)=[O:7])([CH3:4])([CH3:2])[CH3:3]. Procedure: To a solution of the product of Step A (436 mg, 0.84 mmol, 1 eq) in methanol (20 mL) at 0° C. was added trimethylsilyl diazomethane (5 mL of a 2 M solution in hexanes, 10 mmol, 11.9 eq) until the yellow color persisted. The yellow solution was concentrated. Purification by chromatography (24 g column) eluting with 40 to 80% EtOAc/heptane afforded the product of Step B. 1H NMR (CHLOROFORM-d) δ: 8.70 (s, 1H), 7.69 (s, 1H), 6.37 (d, J=5.4 Hz, 1H), 5.87 (d, J=5.4 Hz, 1H), 4.98 (d, J=17.4 Hz, 1H), 4.... Yields the product COc1ccc(Nc2nccc(-c3c(-c4cccc(NC(=O)c5c(F)cccc5F)c4)nn4ccccc34)n2)cc1N1CCN(C)CC1. Reactants: COc1ccc(N)cc1N1CCN(C)CC1, CC(C)O, O=C(Nc1cccc(-c2nn3ccccc3c2-c2ccnc(Cl)n2)c1)c1c(F)cccc1F, Cl. RXN SMILES: [CH3:34][O:35][c:36]1[c:37]([N:43]2[CH2:44][CH2:45][N:46]([CH3:49])[CH2:47][CH2:48]2)[cH:38][c:39]([NH2:42])[cH:40][cH:41]1.[CH:51]([OH:52])([CH3:53])[CH3:54].[Cl:1][c:2]1[n:3][cH:4][cH:5][c:6](-[c:8]2[c:9](-[c:17]3[cH:18][c:19]([NH:23][C:24]([c:25]4[c:26]([F:32])[cH:27][cH:28][cH:29][c:30]4[F:31])=[O:33])[cH:20][cH:21][cH:22]3)[n:10][n:11]3[c:12]2[cH:13][cH:14][cH:15][cH:16]3)[n:7]1.[ClH:50]>>[c:2]1([NH:42][c:39]2[cH:38][c:37]([N:43]3[CH2:44][CH2:45][N:46]([CH3:49])[CH2:47][CH2:48]3)[c:36]([O:35][CH3:34])[cH:41][cH:40]2)[n:3][cH:4][cH:5][c:6](-[c:8]2[c:9](-[c:17]3[cH:18][c:19]([NH:23][C:24]([c:25]4[c:26]([F:32])[cH:27][cH:28][cH:29][c:30]4[F:31])=[O:33])[cH:20][cH:21][cH:22]3)[n:10][n:11]3[c:12]2[cH:13][cH:14][cH:15][cH:16]3)[n:7]1. The reactants are Cl.C(C)(=O)C1=CC=C(C=C1)C1=C(C=CC=C1)N (4'-acetyl-2-aminobiphenyl hydrochloride), CN(C#N)C (N,N-dimethylcyanamide). The solvent is C1=C(C=CC=C1O)C (m-cresol). Yields the product C(C)(=O)C1=CC=C(C=C1)C1=C(C=CC=C1)NC(=N)N(C)C (N-(4'-acetyl-2-biphenylyl)-N',N'-dimethylguanidine). As a reaction SMILES: Cl.[C:2]([C:5]1[CH:10]=[CH:9][C:8]([C:11]2[CH:16]=[CH:15][CH:14]=[CH:13][C:12]=2[NH2:17])=[CH:7][CH:6]=1)(=[O:4])[CH3:3].[CH3:18][N:19]([CH3:22])[C:20]#[N:21]>C1C(O)=CC=CC=1C>[C:2]([C:5]1[CH:10]=[CH:9][C:8]([C:11]2[CH:16]=[CH:15][CH:14]=[CH:13][C:12]=2[NH:17][C:20]([N:19]([CH3:22])[CH3:18])=[NH:21])=[CH:7][CH:6]=1)(=[O:4])[CH3:3] |f:0.1|. Reported procedure: Reaction of dry 4'-acetyl-2-aminobiphenyl hydrochloride (2.6 g) with N,N-dimethylcyanamide (2.5 ml) in m-cresol (7 ml) at 80° C. for 5 hours gave N-(4'-acetyl-2-biphenylyl)-N',N'-dimethylguanidine (2.3 g) as a colourless solid (m.p. 174°-175° C.) which was recrystallised from a mixture of acetone and hexane. Starting materials: CCC(O)c1ccc2c(c1)C(C)(C)CO2, ClCCl, O=[Cr](=O)([O-])Cl, c1cc[nH+]cc1. Yields the product CCC(=O)c1ccc2c(c1)C(C)(C)CO2. Reaction SMILES: [CH3:1][C:2]1([CH3:15])[CH2:3][O:4][c:5]2[c:6]1[cH:7][c:8]([CH:11]([CH2:12][CH3:13])[OH:14])[cH:9][cH:10]2.[Cl:27][CH2:28][Cl:29].[O:16]=[Cr:17]([Cl:18])([O-:19])=[O:20].[nH+:21]1[cH:22][cH:23][cH:24][cH:25][cH:26]1>>[CH3:1][C:2]1([CH3:15])[CH2:3][O:4][c:5]2[c:6]1[cH:7][c:8]([C:11]([CH2:12][CH3:13])=[O:14])[cH:9][cH:10]2. Starting materials: [Li]CCCC (n-BuLi), C(C1=CC=CC=C1)OC(NC1=CC2=C(OCCO2)C=C1)=O ((2,3-dihydro-benzo[1,4]dioxin-6-yl)-carbamic acid benzyl ester), BrC\C=C\CBr (E-1,4-dibromobut-2-ene). The solvent is C1CCOC1 (THF), C1CCOC1 (THF). Reaction conditions: temperature -78 celsius, time 20 minute. Yields the product C(C1=CC=CC=C1)OC(N(C1=CC2=C(OCCO2)C=C1)CC=CCBr)=O ((4-bromo-but-2-enyl)-(2,3-dihydro-benzo[1,4]dioxin-6-yl)-carbamic acid benzyl ester). Isolated yield 39.3%. RXN SMILES: [CH2:1]([O:8][C:9](=[O:21])[NH:10][C:11]1[CH:20]=[CH:19][C:14]2[O:15][CH2:16][CH2:17][O:18][C:13]=2[CH:12]=1)[C:2]1[CH:7]=[CH:6][CH:5]=[CH:4][CH:3]=1.[Li]CCCC.[Br:27][CH2:28]/[CH:29]=[CH:30]/[CH2:31]Br>C1COCC1>[CH2:1]([O:8][C:9](=[O:21])[N:10]([CH2:31][CH:30]=[CH:29][CH2:28][Br:27])[C:11]1[CH:20]=[CH:19][C:14]2[O:15][CH2:16][CH2:17][O:18][C:13]=2[CH:12]=1)[C:2]1[CH:7]=[CH:6][CH:5]=[CH:4][CH:3]=1. Procedure: A solution of (2,3-dihydro-benzo[1,4]dioxin-6-yl)-carbamic acid benzyl ester (5 g, 17.5 mmol) in dry THF (85 mL) was cooled to −78° C. At this temperature n-BuLi (2.5M solution in hexanes, 14 mL) was added dropwise and the clear solution stirred at −78° C. for 20 min. A solution of E-1,4-dibromobut-2-ene (4.9 g, 23 mmol) in THF (42 mL) was added dropwise and the mixture slowly allowed to warm to rt. The mixture was poured on water and extracted with EA. The combined org. extracts were dried over... Starting materials: C(C1=CC=CC=C1)OC(C(Cl)(Cl)Cl)=N (2,2,2-trichloro-acetimidic acid benzyl ester), C=1(C(=CC=CC1)N)N (Benzene-1,2-diamine), O (H2O). Run in C(C)(=O)O (acetic acid). Conditions: time 1 hour. Product: ClC(C1=NC2=C(N1)C=CC=C2)(Cl)Cl (2-trichloromethyl-1H-benzoimidazole). Isolated yield 87.7%. As a reaction SMILES: C(O[C:9](=N)[C:10]([Cl:13])([Cl:12])[Cl:11])C1C=CC=CC=1.[C:15]1([NH2:22])[C:16]([NH2:21])=[CH:17][CH:18]=[CH:19][CH:20]=1.O>C(O)(=O)C>[Cl:11][C:10]([Cl:13])([Cl:12])[C:9]1[NH:22][C:15]2[CH:20]=[CH:19][CH:18]=[CH:17][C:16]=2[N:21]=1. Procedure details: 2,2,2-trichloro-acetimidic acid benzyl ester (16) (2.3 g, 9.22 mmol, Alfa Aesar) was added to a solution of Benzene-1,2-diamine (15) (1.0 g, 9.2 mmol) in acetic acid (30 mL), the solution was stirred at RT for 1 h. H2O (20 mL) was added to the mixture and the suspension was filtered. The filter cake was washed with water and dried under vacuum to afford compound (17) (1.90 g yield 88%) which was used directly for the next step without further purification. ESI-MS (M+1): 235 calc. for C8H5Cl3N2 2...